This data is from the Open Reaction Database (ORD), a public repository of structured organic reaction records. The task is: describe an organic reaction: reactants, conditions, products, and yield Reactants: C1CCOC1, CCOC(C)=O, N#Cc1cc(O)cc(Cl)c1, Cl, O=[N+]([O-])c1ccc(F)c(F)c1F, [H-], [Na+]. Yields the product N#Cc1cc(Cl)cc(Oc2c([N+](=O)[O-])ccc(F)c2F)c1. RXN SMILES: [CH2:26]1[O:27][CH2:28][CH2:29][CH2:30]1.[CH3:31][CH2:32][O:33][C:34](=[O:35])[CH3:36].[Cl:1][c:2]1[cH:3][c:4]([C:5]#[N:6])[cH:7][c:8]([OH:10])[cH:9]1.[ClH:25].[F:13][c:14]1[c:15]([N+:22](=[O:23])[O-:24])[cH:16][cH:17][c:18]([F:21])[c:19]1[F:20].[H-:11].[Na+:12]>>[Cl:1][c:2]1[cH:3][c:4]([C:5]#[N:6])[cH:7][c:8]([O:10][c:14]2[c:15]([N+:22](=[O:23])[O-:24])[cH:16][cH:17][c:18]([F:21])[c:19]2[F:20])[cH:9]1. The reactants are C(=O)OC(C)=O (acetic formic anhydride), C(=O)O (formic acid), C(C)(=O)OC(C)=O (acetic anhydride), N1=CC(=CC2=CC=CC=C12)NC=O (N-(3-quinolyl)formamide). The reagents and catalysts are [Pt]=O (platinum oxide). The solvent is C1CCOC1 (THF), CO (methanol), C(C)(=O)O (acetic acid). Run at time 15 minute. Yields the product C(=O)N1CC(CC2=CC=CC=C12)NC=O (N-(1-Formyl-1,2,3,4-tetrahydro- 3-quinolyl)formamide). Isolated yield 69.0%. Reaction SMILES: [N:1]1[C:10]2[C:5](=[CH:6][CH:7]=[CH:8][CH:9]=2)[CH:4]=[C:3]([NH:11][CH:12]=[O:13])[CH:2]=1.[CH:14](OC(=O)C)=[O:15].C(O)=O.C(OC(=O)C)(=O)C>C1COCC1.[Pt]=O.CO.C(O)(=O)C>[CH:14]([N:1]1[C:10]2[C:5](=[CH:6][CH:7]=[CH:8][CH:9]=2)[CH2:4][CH:3]([NH:11][CH:12]=[O:13])[CH2:2]1)=[O:15]. Reported procedure: A mixture of N-(3-quinolyl)formamide (30.0 g, 0.175 mol), platinum oxide (2.0 g) and acetic acid (300 mL) was hydrogenated (50 lb. initial H2 pressure) until 2 equivalents of H2 were consumed (reaction time 3 hours). The mixture was filtered through celite and the acetic acid removed under pressure. It was dissolved in ethyl acetate and washed with NaOH solution and water. Evaporation of the ethyl acetate gave 29.4 g of crude material. This was dissolved in 200 mL THF and acetic formic anhydride...